Dataset: the Open Reaction Database (ORD), a public repository of structured organic reaction records. Task: describe an organic reaction: reactants, conditions, products, and yield Starting materials: N (ammonia), Cl.BrC=1C=C(C[C@@H](N)C(=O)O)C=C(C1OC)Br (3,5-dibromo-4-methoxy-D-phenylalanine-hydrochloride), CO (methanol), Cl (hydrogen chloride). Solvent: ClCCl.C(C)(=O)OCC.C1CCCCC1.CO (dichloromethane ethyl acetate cyclohexane methanol). Reaction conditions: time 20 hour. Product: CN[C@H](CC1=CC(=C(C(=C1)Br)OC)Br)C(=O)O (Methyl 3,5-dibromo-4-methoxy-D-phenylalanine). As a reaction SMILES: Cl.[Br:2][C:3]1[CH:4]=[C:5]([CH:12]=[C:13]([Br:17])[C:14]=1[O:15][CH3:16])[CH2:6][C@H:7]([C:9]([OH:11])=[O:10])[NH2:8].[CH3:18]O.Cl.N>ClCCl.C(OCC)(=O)C.C1CCCCC1.CO>[CH3:18][NH:8][C@@H:7]([C:9]([OH:11])=[O:10])[CH2:6][C:5]1[CH:4]=[C:3]([Br:2])[C:14]([O:15][CH3:16])=[C:13]([Br:17])[CH:12]=1 |f:0.1,5.6.7.8|. Reported procedure: To a mixture of 5.5 g (14.12 mmol) of 3,5-dibromo-4-methoxy-D-phenylalanine-hydrochloride and 55 ml of methanol were added 150 ml of a saturated methanolic hydrogen chloride solution and the mixture was stirred for 20 hours at room temperature. The residue remaining after evaporation of the solvent was stirred with 50 ml of water and adjusted to pH 8 with saturated sodium hydrogen carbonate solution. The precipitate was suction filtered, stirred with 10 ml of isopropanol and left to stand overni... Starting materials: O=C(O)Cc1ccc(Cl)c(O)c1, CCS(=O)(=O)c1ccc(Cl)c(C#N)c1. Yields the product CCS(=O)(=O)c1ccc(Oc2cc(CC(=O)O)ccc2Cl)c(C#N)c1. As a reaction SMILES: [Cl:15][c:16]1[c:17]([OH:26])[cH:18][c:19]([CH2:22][C:23](=[O:24])[OH:25])[cH:20][cH:21]1.[Cl:1][c:2]1[c:3]([C:4]#[N:5])[cH:6][c:7]([S:10](=[O:11])(=[O:12])[CH2:13][CH3:14])[cH:8][cH:9]1>>[c:2]1([O:26][c:17]2[c:16]([Cl:15])[cH:21][cH:20][c:19]([CH2:22][C:23](=[O:24])[OH:25])[cH:18]2)[c:3]([C:4]#[N:5])[cH:6][c:7]([S:10](=[O:11])(=[O:12])[CH2:13][CH3:14])[cH:8][cH:9]1. Reactants: [C]=O (carbon monoxide), CC1=C(C(=C(C2=C1COC2=O)O[C@H]3[C@@H]([C@H]([C@@H]([C@H](O3)C(=O)O)O)O)O)C/C=C(\C)/CCC(=O)O)OC (MPaG), C(#N)C1C2CC(C(C1)C2)C=O (2-cyano-5-formyl bicyclo[2.2.1]heptane), [H][H] (hydrogen), CC1=C(C(=C(C2=C1COC2=O)O[C@H]3[C@@H]([C@H]([C@@H]([C@H](O3)C(=O)O)O)O)O)C/C=C(\C)/CCC(=O)O)OC (MPaG). Run at temperature 100 celsius, time 6 hour. Yields the product C(#N)C1C2C(CC(C1)C2)C=O (2-cyano-6-formyl bicyclo[2.2.1]heptane). Reaction SMILES: [C]=O.[H][H].[CH3:5][C:6]1[C:11]2CO[C:14](=[O:15])[C:10]=2[C:9](O[C@@H]2O[C@H](C(O)=O)[C@@H](O)[C@H](O)[C@H]2O)=[C:8]([CH2:29]/C=C(/CCC(O)=O)\C)[C:7]=1OC.C(C1CC2CC1CC2C=O)#[N:41]>>[C:29]([CH:8]1[CH2:7][CH:6]2[CH2:5][CH:9]1[CH:10]([CH:14]=[O:15])[CH2:11]2)#[N:41] |^3:0|. Procedure: Next, the inside of the autoclave was sufficiently substituted by nitrogen, and then sufficiently substituted by a gas mixture having a volume ratio of carbon monoxide to hydrogen of 50/50. The same gas was injected until a pressure in the autoclave reached 0.6 MPaG, and the adjustment liquid was heated to 100° C. under stirring, thereby initiating a hydroformylation reaction. Since the pressure in the autoclave decreased with proceeds of the reaction, the gas mixture was continuously supplied s... Starting materials: 22g, N(C(=O)C)C1=C(C=C(N(CC)CC)C=C1)C (4-acetamino-3-methyl-(N,N-diethyl)aniline), [OH-].[Na+] (sodium hydroxide), 50g, O (water). The solvent is 30g, S(O)(O)(=O)=O (sulfuric acid). Product: NC1=C(C=C(N(CC)CC)C=C1)C (4-amino-3-methyl-(N,N-diethyl)aniline). RXN SMILES: [NH:1]([C:5]1[CH:15]=[CH:14][C:8]([N:9]([CH2:12][CH3:13])[CH2:10][CH3:11])=[CH:7][C:6]=1[CH3:16])C(C)=O.O.[OH-].[Na+]>S(=O)(=O)(O)O>[NH2:1][C:5]1[CH:15]=[CH:14][C:8]([N:9]([CH2:10][CH3:11])[CH2:12][CH3:13])=[CH:7][C:6]=1[CH3:16] |f:2.3|. Procedure details: 22g of 4-acetamino-3-methyl-(N,N-diethyl)aniline were dissolved in 30g of 50% sulfuric acid and stirred and reacted for 5 hours at 80° to 100° C. Then, after 50g of water had been added thereto, the reaction mixture was neutralized with 30% sodium hydroxide and extracted with 150ml of benzole. The benzole used was distilled off from the extract to obtain 14.4g of 4-amino-3-methyl-(N,N-diethyl)aniline. The product was distilled for purification under a reduced pressure of 130° C/2mmHg to obtain 1... Reactants: C1=CC=CC=2C3=CC=CC=C3C(C12)COC(=O)N1CCC(CC1)C1=NC(=NO1)[C@H]1N(C[C@@H](CC1)N(C(=O)Cl)OCC1=CC=CC=C1)C(=O)OC(C)(C)C ((2S,5R)-tert-butyl 2-(5-(1-(((9H-fluoren-9-yl)methoxy)carbonyl)piperidin-4-yl)-1,2,4-oxadiazol-3-yl)-5-(benzyloxy(chlorocarbonyl)amino)piperidine-1-carboxylate), Cl.O1CCOCC1 (HCl dioxane). Reaction conditions: time 2 hour. Product: C(C1=CC=CC=C1)ON([C@@H]1CC[C@H](NC1)C1=NOC(=N1)C1CCN(CC1)C(=O)OCC1C2=CC=CC=C2C=2C=CC=CC12)C(=O)Cl ((9H-fluoren-9-yl)methyl 4-(3-((2S,5R)-5-(benzyloxy(chlorocarbonyl)amino)piperidin-2-yl)-1,2,4-oxadiazol-5-yl)piperidine-1-carboxylate). Yield: 115.6%. As a reaction SMILES: [CH:1]1[C:13]2[CH:12]([CH2:14][O:15][C:16]([N:18]3[CH2:23][CH2:22][CH:21]([C:24]4[O:28][N:27]=[C:26]([C@@H:29]5[CH2:34][CH2:33][C@@H:32]([N:35]([O:39][CH2:40][C:41]6[CH:46]=[CH:45][CH:44]=[CH:43][CH:42]=6)[C:36]([Cl:38])=[O:37])[CH2:31][N:30]5C(OC(C)(C)C)=O)[N:25]=4)[CH2:20][CH2:19]3)=[O:17])[C:11]3[C:6](=[CH:7][CH:8]=[CH:9][CH:10]=3)[C:5]=2[CH:4]=[CH:3][CH:2]=1.Cl.O1CCOCC1>>[CH2:40]([O:39][N:35]([C:36]([Cl:38])=[O:37])[C@H:32]1[CH2:31][NH:30][C@H:29]([C:26]2[N:25]=[C:24]([CH:21]3[CH2:22][CH2:23][N:18]([C:16]([O:15][CH2:14][CH:12]4[C:11]5[CH:10]=[CH:9][CH:8]=[CH:7][C:6]=5[C:5]5[C:13]4=[CH:1][CH:2]=[CH:3][CH:4]=5)=[O:17])[CH2:19][CH2:20]3)[O:28][N:27]=2)[CH2:34][CH2:33]1)[C:41]1[CH:42]=[CH:43][CH:44]=[CH:45][CH:46]=1 |f:1.2|. Procedure details: A mixture of (2S,5R)-tert-butyl 2-(5-(1-(((9H-fluoren-9-yl)methoxy)carbonyl)piperidin-4-yl)-1,2,4-oxadiazol-3-yl)-5-(benzyloxy(chlorocarbonyl)amino)piperidine-1-carboxylate (˜400 mg) and 4 N HCl/dioxane (5.0 mL) was stirred at rt for 2 hrs. The solvent was then removed under vacuum to give (9H-fluoren-9-yl)methyl 4-(3-((2S,5R)-5-(benzyloxy(chlorocarbonyl)amino)piperidin-2-yl)-1,2,4-oxadiazol-5-yl)piperidine-1-carboxylate (400 mg) as a white solid. ESI-MS (EI+, m/z): 642 [M+H]+. The reactants are ClC(=O)OC1=CC=C(C=C1)[N+](=O)[O-] (p-nitrophenyl chloroformate), C(C1=CC=CC=C1)OC(=O)N1N(CC(C1)O)C(CC1=CC=C(C=C1)F)=O (2-[2-(4-Fluorophenyl)acetyl]-4-hydroxy-pyrazolidine-1-carboxylic acid benzyl ester), N1=CC=CC=C1 (pyridine). Solvent: O (water), ClCCl (dichloromethane). Run at temperature 0 celsius, time 1 hour. Product: C(C1=CC=CC=C1)OC(=O)N1N(CC(C1)OC(=O)OC1=CC=C(C=C1)[N+](=O)[O-])C(CC1=CC=C(C=C1)F)=O (2-[2-(4-fluorophenyl)acetyl]-4-(4-nitro-phenoxycarbonyloxy)-pyrazolidine-1-carboxylic acid benzyl ester). Isolated yield 86.0%. Reaction SMILES: [CH2:1]([O:8][C:9]([N:11]1[CH2:15][CH:14]([OH:16])[CH2:13][N:12]1[C:17](=[O:26])[CH2:18][C:19]1[CH:24]=[CH:23][C:22]([F:25])=[CH:21][CH:20]=1)=[O:10])[C:2]1[CH:7]=[CH:6][CH:5]=[CH:4][CH:3]=1.Cl[C:28]([O:30][C:31]1[CH:36]=[CH:35][C:34]([N+:37]([O-:39])=[O:38])=[CH:33][CH:32]=1)=[O:29].N1C=CC=CC=1>ClCCl.O>[CH2:1]([O:8][C:9]([N:11]1[CH2:15][CH:14]([O:16][C:28]([O:30][C:31]2[CH:32]=[CH:33][C:34]([N+:37]([O-:39])=[O:38])=[CH:35][CH:36]=2)=[O:29])[CH2:13][N:12]1[C:17](=[O:26])[CH2:18][C:19]1[CH:24]=[CH:23][C:22]([F:25])=[CH:21][CH:20]=1)=[O:10])[C:2]1[CH:7]=[CH:6][CH:5]=[CH:4][CH:3]=1. Procedure details: 2-[2-(4-Fluorophenyl)acetyl]-4-hydroxy-pyrazolidine-1-carboxylic acid benzyl ester, 38, (366 mg, 1.02 mmol) is dissolved in dichloromethane (10 mL). The solution is cooled to 0° C. and p-nitrophenyl chloroformate (411 mg, 2.04 mmol) is added in one portion. The solution is stirred at 0° C., and pyridine (198 μL, 2.45 mmol) added. Stirring is continued at 0° C. for 1 hour followed by stirring at room temperature for 12 hours. The reaction is diluted with water (40 mL) and extracted with dichlorom... Reactants: [H+].[B-](F)(F)(F)F (HBF4), BrCS(=O)C1=CC=C(C=C1)C (1-((Bromomethyl)sulfinyl)-4-methylbenzene), FC(S(=O)(=O)OS(=O)(=O)C(F)(F)F)(F)F (trifluoromethanesulfonic anhydride), CC1=C(C(=C(C=C1)C)C)C (1,2,3,4-tetramethylbenzene). Run in C(C)OCC (diethyl ether), C(C)OCC (diethyl ether). Reaction conditions: time 30 minute. Yields the product F[B-](F)(F)F.BrC[S+](C1=CC=C(C=C1)C)C1=C(C(=C(C(=C1)C)C)C)C ((bromomethyl)(2,3,4,5-tetramethylphenyl)(p-tolyl)sulfonium tetrafluoroborate). RXN SMILES: [Br:1][CH2:2][S:3]([C:5]1[CH:10]=[CH:9][C:8]([CH3:11])=[CH:7][CH:6]=1)=O.[CH3:12][C:13]1[CH:18]=[CH:17][C:16]([CH3:19])=[C:15]([CH3:20])[C:14]=1[CH3:21].FC(F)(F)S(OS(C(F)(F)F)(=O)=O)(=O)=O.[H+].[B-:38]([F:42])([F:41])([F:40])[F:39]>C(OCC)C>[F:39][B-:38]([F:42])([F:41])[F:40].[Br:1][CH2:2][S+:3]([C:18]1[CH:17]=[C:16]([CH3:19])[C:15]([CH3:20])=[C:14]([CH3:21])[C:13]=1[CH3:12])[C:5]1[CH:10]=[CH:9][C:8]([CH3:11])=[CH:7][CH:6]=1 |f:3.4,6.7|. Procedure details: 1-((Bromomethyl)sulfinyl)-4-methylbenzene (200 mg, 0.86 mmol) of example 35 was dissolved in dry diethyl ether (6 mL) under an argon atmosphere. 1,2,3,4-tetramethylbenzene (0.127 g, 1.1 eq) was added to the previous solution and then the mixture was cooled to a temperature below −60° C. After stabilizing the temperature, trifluoromethanesulfonic anhydride (0.145 mL, 1 eq) was slowly added maintaining the same temperature. After 30 minutes, HBF4 in diethyl ether was added (54%, 0.209 mL, 1.5 eq).... Reactants: NC=1C2=C(N=CN1)N(C=C2C#C[Si](C)(C)C)[C@H]2[C@H](O)[C@H](O)[C@H](O2)CO (4-Amino-7-(β-D-ribofuranosyl)-5-[(trimethylsilyl)ethynyl]-7H-pyrrolo[2,3-d]pyrimidine), C(=O)([O-])[O-].[K+].[K+] (K2CO3). The solvent is CO (MeOH). Reaction conditions: time 1 hour. Yields the product NC=1C2=C(N=CN1)N(C=C2C#C)[C@H]2[C@H](O)[C@H](O)[C@H](O2)CO (4-Amino-5-ethynyl-7-(β-D-ribofuranosyl)-7H-pyrrolo[2,3-d]pyrimidine). Yield: 96.2%. Reaction SMILES: [NH2:1][C:2]1[C:3]2[C:10]([C:11]#[C:12][Si](C)(C)C)=[CH:9][N:8]([C@@H:17]3[O:23][C@H:22]([CH2:24][OH:25])[C@@H:20]([OH:21])[C@H:18]3[OH:19])[C:4]=2[N:5]=[CH:6][N:7]=1.C([O-])([O-])=O.[K+].[K+]>CO>[NH2:1][C:2]1[C:3]2[C:10]([C:11]#[CH:12])=[CH:9][N:8]([C@@H:17]3[O:23][C@H:22]([CH2:24][OH:25])[C@@H:20]([OH:21])[C@H:18]3[OH:19])[C:4]=2[N:5]=[CH:6][N:7]=1 |f:1.2.3|. Procedure: A mixture of the compound 3 from Step 1 (686 mg, 1.89 mmol) and K2CO3 (130 mg, 0.94 mmol) in MeOH (15 ml) was stirred at RT for 1 h, followed by the co-evaporation with silica. Column chromatography on silica (5% MeOH in CHCl3) provided title compound 2o as white crystalline solid (528 mg, 96%). Compound was recrystallized from MeOH/water as long ochry needles. Mp 215-217° C. [α]D −88.3 (c 0.524, DMSO). 1H NMR (500.0 MHz, DMSO-d6): 3.53 (ddd, 1H, Jgem=12.0, J5′b,OH=6.2, J5′b,4′=3.8, H-5′b); 3.63... Reactants: C(C)(C)C1=NNC(C1)=O (3-isopropyl-1H-pyrazol-5(4H)-one), ClC1=CC=[N+](C2=CC=CC=C12)[O-] (4-chloroquinoline N-oxide), C15H14ClN3O. Run in C(C)(=O)OC(C)=O (acetic anhydride). The product is ClC1=C/C(/NC2=CC=CC=C12)=C/1\C(=NNC1=O)C(C)C ((Z)-4-(4-chloroquinolin-2(1H)-ylidene)-3-isopropyl-1H-pyrazol-5(4H)-one). RXN SMILES: [CH:1]([C:4]1[CH2:8][C:7](=[O:9])[NH:6][N:5]=1)([CH3:3])[CH3:2].[Cl:10][C:11]1[C:20]2[C:15](=[CH:16][CH:17]=[CH:18][CH:19]=2)[N+:14]([O-])=[CH:13][CH:12]=1>C(OC(=O)C)(=O)C>[Cl:10][C:11]1[C:20]2[C:15](=[CH:16][CH:17]=[CH:18][CH:19]=2)[NH:14]/[C:13](=[C:8]2/[C:4]([CH:1]([CH3:3])[CH3:2])=[N:5][NH:6][C:7]/2=[O:9])/[CH:12]=1. Reported procedure: Methyl isobutyrylacetate (0.5 g, 3.47 mmol) was stirred in ethanol and acetic acid (10:1, 2:0.2 mL) and treated with hydrazine (0.13 mL, 4.16 mmol). After 24 hrs, the resulting solid was filtered off and washed with a minimum amount of ethanol to yield 3-isopropyl-1H-pyrazol-5(4H)-one. Then, the 3-isopropyl-1H-pyrazol-5(4H)-one (0.169 g, 1.34 mmol) and 4-chloroquinoline N-oxide (0.24 g, 1.34 mmol) were stirred in acetic anhydride (1.5 mL) at ambient temperature for 20-30 minutes. The reaction mi...